From a dataset of the Open Reaction Database (ORD), a public repository of structured organic reaction records. describe an organic reaction: reactants, conditions, products, and yield Reactants: CC(=O)O, CC(C)OC(C)C, O=Cc1c(Cl)cccc1Cl, CC(=CC(=O)O)Nc1ccccc1N, C1CCOC1. Product: CC1=C(C(=O)O)C(c2c(Cl)cccc2Cl)Nc2ccccc2N1. Reaction SMILES: [CH3:30][C:31](=[O:32])[OH:33].[CH:34]([O:35][CH:36]([CH3:37])[CH3:38])([CH3:39])[CH3:40].[Cl:15][c:16]1[c:17]([CH:18]=[O:19])[c:20]([Cl:24])[cH:21][cH:22][cH:23]1.[NH2:1][c:2]1[c:3]([NH:8][C:9](=[CH:10][C:11](=[O:12])[OH:13])[CH3:14])[cH:4][cH:5][cH:6][cH:7]1.[O:25]1[CH2:26][CH2:27][CH2:28][CH2:29]1>>[NH:1]1[c:2]2[c:3]([cH:4][cH:5][cH:6][cH:7]2)[NH:8][C:9]([CH3:14])=[C:10]([C:11](=[O:12])[OH:13])[CH:18]1[c:17]1[c:16]([Cl:15])[cH:23][cH:22][cH:21][c:20]1[Cl:24]. Starting materials: [BH4-], CCOC(=O)c1cc(C)c(C#N)c(OC)n1, CCOC(C)=O, CCO, [Ca+2], [Cl-], [Cl-], [Na+], C1CCOC1. Yields the product COc1nc(CO)cc(C)c1C#N. RXN SMILES: [BH4-:20].[C:1](#[N:2])[c:3]1[c:4]([CH3:16])[cH:5][c:6]([C:11](=[O:12])[O:13][CH2:14][CH3:15])[n:7][c:8]1[O:9][CH3:10].[CH3:22][CH2:23][O:24][C:25]([CH3:26])=[O:27].[CH3:33][CH2:34][OH:35].[Ca+2:19].[Cl-:17].[Cl-:18].[Na+:21].[O:28]1[CH2:29][CH2:30][CH2:31][CH2:32]1>>[C:1](#[N:2])[c:3]1[c:4]([CH3:16])[cH:5][c:6]([CH2:11][OH:12])[n:7][c:8]1[O:9][CH3:10]. Reactants: COC=1C=C(C=C(C1OC)OC)S(=O)(=O)Cl (3,4,5-trimethoxybenzenesulfonyl chloride), CN1C(N(CC1)C)=O (1,3-dimethyl-2-imidazolidinone), Cl[Si](C)(C)Cl (dichlorodimethylsilane). The reagents and catalysts are [Zn] (zinc). Solvent: ClCCCl (1,2-dichloroethane), ClCCCl (1,2-dichloroethane). Run at temperature 75 celsius. The product is COC=1C=C(C=C(C1OC)OC)S (3,4,5-trimethoxybenzenethiol). As a reaction SMILES: Cl[Si](Cl)(C)C.[CH3:6][O:7][C:8]1[CH:9]=[C:10]([S:18](Cl)(=O)=O)[CH:11]=[C:12]([O:16][CH3:17])[C:13]=1[O:14][CH3:15].CN1CCN(C)C1=O>ClCCCl.[Zn]>[CH3:6][O:7][C:8]1[CH:9]=[C:10]([SH:18])[CH:11]=[C:12]([O:16][CH3:17])[C:13]=1[O:14][CH3:15]. Reported procedure: A room temperature suspension of zinc powder (430 mg, 6.56 mmol) and dichlorodimethylsilane (0.80 mL, 6.59 mmol) in 1,2-dichloroethane (15 mL) was treated with a solution of 3,4,5-trimethoxybenzenesulfonyl chloride (500 mg, 1.87 mmol) and 1,3-dimethyl-2-imidazolidinone (647 mg, 5.67 mmol) in 1,2-dichloroethane (15 mL). The reaction was heated to 75° C. for 1 hour, cooled to room temperature, filtered, and concentrated. The concentrate was dissolved in methanol, concentrated, dissolved in methano... Starting materials: OC1=C(C(=O)C2=CC=CC=C2)C=CC=C1 (2-Hydroxybenzophenone), OC1=C(C(=O)C2=C(C=CC=C2)O)C=CC(=C1)OC (2,2′-dihydroxy-4-methoxybenzophenone), OC1=C(C(=O)C2=CC=CC=C2)C=CC(=C1)O (2,4-dihydroxybenzophenone), OC1=C(C(=O)C2=C(C=CC=C2)O)C=CC(=C1)O (2,2′,4-trihydroxybenzophenone). The product is C(C1=CC=CC=C1)(=O)C1=CC=CC=C1 (Benzophenone). As a reaction SMILES: O[C:2]1[CH:15]=[CH:14][CH:13]=[CH:12][C:3]=1[C:4]([C:6]1[CH:11]=[CH:10][CH:9]=[CH:8][CH:7]=1)=[O:5].OC1C=C(O)C=CC=1C(C1C=CC=CC=1)=O.OC1C=C(O)C=CC=1C(C1C=CC=CC=1O)=O.OC1C=C(OC)C=CC=1C(C1C=CC=CC=1O)=O>>[C:4]([C:6]1[CH:11]=[CH:10][CH:9]=[CH:8][CH:7]=1)(=[O:5])[C:3]1[CH:12]=[CH:13][CH:14]=[CH:15][CH:2]=1. Reported procedure: 2-Hydroxybenzophenone, 2,4-dihydroxybenzophenone, 2,2′,4-trihydroxybenzophenone, 2,2′,4,4′-tetrahydroxybenzophonone, 2,2′-dihydroxy-4-methoxybenzophenone, and the like. RXN SMILES: Cl.[NH2:2][C@H:3]([C:5]1[CH:10]=[CH:9][C:8]([CH2:11][OH:12])=[CH:7][CH:6]=1)[CH3:4].F[C:14]1[N:19]=[C:18]([N:20]2[C@@H:24]([CH:25]([CH3:27])[CH3:26])[CH2:23][O:22][C:21]2=[O:28])[CH:17]=[CH:16][N:15]=1.CCN(C(C)C)C(C)C>CS(C)=O.CCOC(C)=O>[OH:12][CH2:11][C:8]1[CH:9]=[CH:10][C:5]([C@@H:3]([NH:2][C:14]2[N:19]=[C:18]([N:20]3[C@@H:24]([CH:25]([CH3:26])[CH3:27])[CH2:23][O:22][C:21]3=[O:28])[CH:17]=[CH:16][N:15]=2)[CH3:4])=[CH:6][CH:7]=1 |f:0.1|. The reactants are Cl.N[C@@H](C)C1=CC=C(C=C1)CO ((S)-(4-(1-aminoethyl)phenyl)methanol hydrochloride), FC1=NC=CC(=N1)N1C(OC[C@@H]1C(C)C)=O ((S)-3-(2-fluoropyrimidin-4-yl)-4-isopropyloxazolidin-2-one), CCN(C(C)C)C(C)C (DIPEA). The yield is 83.9%. Procedure: A solution of (S)-(4-(1-aminoethyl)phenyl)methanol hydrochloride (4.0301 g, 21.47 mmol, purchased from NetChem), (S)-3-(2-fluoropyrimidin-4-yl)-4-isopropyloxazolidin-2-one (5.3648 g, 23.82 mmol, 1.11 equiv) and DIPEA (38.0 mL, 218 mmol, 10.1 equiv) in DMSO (40 mL) was heated at 110° C. for 135 min. The reaction mixture was diluted with EtOAc (200 mL) and washed with water (200 mL). After separation, the aqueous phase was washed with EtOAc (2×150 mL). Combined organics were dried over Na2SO4, fil... Yields the product OCC1=CC=C(C=C1)[C@H](C)NC1=NC=CC(=N1)N1C(OC[C@@H]1C(C)C)=O ((S)-3-(2-((S)-1-(4-(hydroxymethyl)phenyl)ethylamino)pyrimidin-4-yl)-4-isopropyloxazolidin-2-one). Run in CS(=O)C (DMSO), CCOC(=O)C (EtOAc). Reactants: FC=1C=C2C(=CNC2=CC1)CCO (5-fluoro-3-(2-hydroxyethyl)indole), C(Br)(Br)(Br)Br (CBr4), C1(=CC=CC=C1)P(C1=CC=CC=C1)C1=CC=CC=C1 (triphenylphosphine). Solvent: C(C)#N (acetonitrile), C(C)#N (acetonitrile). Conditions: temperature 0 celsius, time 1 hour. Yields the product FC=1C=C2C(=CNC2=CC1)CCBr (5-Fluoro-3-(2-bromoethyl)indole). Isolated yield 62.7%. Reaction SMILES: [F:1][C:2]1[CH:3]=[C:4]2[C:8](=[CH:9][CH:10]=1)[NH:7][CH:6]=[C:5]2[CH2:11][CH2:12]O.C(Br)(Br)(Br)[Br:15].C1(P(C2C=CC=CC=2)C2C=CC=CC=2)C=CC=CC=1>C(#N)C>[F:1][C:2]1[CH:3]=[C:4]2[C:8](=[CH:9][CH:10]=1)[NH:7][CH:6]=[C:5]2[CH2:11][CH2:12][Br:15]. Reported procedure: To a solution of 5-fluoro-3-(2-hydroxyethyl)indole (10.3 g, 0.056 mole) and CBr4 (24.8 g, 0.073 mole) in 100 mL of dry acetonitrile at 0° C. under Ar was added a solution of triphenylphosphine (19.6 g, 0.073 mole) in 200 mL of dry acetonitrile. The mixture was stirred at 0° C. for 1 h and then at room temperature for 2 h. The resulting mixture was evaporated and the residue was chromatographed (SiO2 /ethyl acetate-hexane=1:4) to give the product (8.50 g, 61%) as a brown solid; IR (neat) 3440 cm-... Product: O=C1CCC(N2Cc3c(OCc4ccc(CN5CCN(S(=O)(=O)C(F)(F)F)CC5)cc4)cccc3C2=O)C(=O)N1. Starting materials: O=C1CCC(N2Cc3c(OCc4ccc(CBr)cc4)cccc3C2=O)C(=O)N1, CCN(C(C)C)C(C)C, ClCCl, O=S(=O)(N1CCNCC1)C(F)(F)F, O. As a reaction SMILES: [Br:1][CH2:2][c:3]1[cH:4][cH:5][c:6]([CH2:7][O:8][c:9]2[c:10]3[c:14]([cH:15][cH:16][cH:17]2)[C:13](=[O:18])[N:12]([CH:19]2[C:20](=[O:26])[NH:21][C:22](=[O:25])[CH2:23][CH2:24]2)[CH2:11]3)[cH:27][cH:28]1.[CH:42]([N:43]([CH2:44][CH3:45])[CH:46]([CH3:47])[CH3:48])([CH3:49])[CH3:50].[Cl:52][CH2:53][Cl:54].[F:29][C:30]([S:31](=[O:32])(=[O:33])[N:34]1[CH2:35][CH2:36][NH:37][CH2:38][CH2:39]1)([F:40])[F:41].[OH2:51]>>[CH2:2]([c:3]1[cH:4][cH:5][c:6]([CH2:7][O:8][c:9]2[c:10]3[c:14]([cH:15][cH:16][cH:17]2)[C:13](=[O:18])[N:12]([CH:19]2[C:20](=[O:26])[NH:21][C:22](=[O:25])[CH2:23][CH2:24]2)[CH2:11]3)[cH:27][cH:28]1)[N:37]1[CH2:36][CH2:35][N:34]([S:31]([C:30]([F:29])([F:40])[F:41])(=[O:32])=[O:33])[CH2:39][CH2:38]1. The reactants are OC1=CC=C(C=C1)C(C)(C)C1=CC=C(C=C1)O (bisphenol-A), bis(4-hydroxyphenol)propane-2,2, C(=O)(Cl)Cl (phosgene), C1(=CC=CC=C1)O (phenol), OC1=CC=CC=C1 (hydroxy benzene), C(=O)(Cl)Cl (Phosgene), OC1=CC=C(C=C1)C(C)(C)C1=CC=C(C=C1)O (BPA), [OH-].[Na+] (sodium hydroxide), [OH-].[Na+] (sodium hydroxide), OC1=CC=C(C=C1)C(C)(C)C1=CC=C(C=C1)O (BPA), O=C([C@H](O)[C@@H](O)[C@H](O)[C@H](O)CO)[O-].[Na+] (sodium gluconate). The solvent is C(C)N(CC)CC (triethylamine), C(Cl)Cl (methylene chloride), O (water). Conditions: time 5 minute. Yields the product CC(C)(C1=CC=C(C=C1)O)C2=CC=C(C=C2)O.C(=O)(O)O (Bisphenol-A Polycarbonate). As a reaction SMILES: [OH:1][C:2]1[CH:7]=[CH:6][C:5]([C:8]([C:11]2[CH:16]=[CH:15][C:14]([OH:17])=[CH:13][CH:12]=2)([CH3:10])[CH3:9])=[CH:4][CH:3]=1.C1([OH:24])C=CC=CC=1.[O:25]=[C:26]([O-:37])[C@@H]([C@H]([C@@H]([C@@H](CO)O)O)O)O.[Na+].[OH-].[Na+].C(Cl)(Cl)=O>C(N(CC)CC)C.C(Cl)Cl.O>[CH3:10][C:8]([C:5]1[CH:6]=[CH:7][C:2]([OH:1])=[CH:3][CH:4]=1)([C:11]1[CH:12]=[CH:13][C:14]([OH:17])=[CH:15][CH:16]=1)[CH3:9].[C:26]([OH:37])([OH:24])=[O:25] |f:2.3,4.5,10.11|. Procedure details: A polymerization reactor was charged with 4.3 liters of water, 6.0 liters of methylene chloride, 2280 g. of bis(4-hydroxyphenol)propane-2,2 i.e., bisphenol-A also referred to herein as "BPA", 35 ml. of phenol also known as "hydroxy benzene", 10 g. of triethylamine, 3.4 g. of sodium gluconate, and 415 ml. of a 35% (w/w) of an aqueous sodium hydroxide solution. The admixture was equilibrated to form a substantially uniform agitated two-phase admixture by stirring for approximately 5 minutes while ... Reactants: NC=1C2=C(N=CN1)C(=CN2COCC2=CC=CC=C2)CNC[C@@H](CSC)O ((S)-1-((4-amino-5-(benzyloxymethyl)-5H-pyrrolo[3,2-d]pyrimidin-7-yl)methylamino)-3-(methylthio)propan-2-ol), O.NN (hydrazine hydrate). Reagents/catalysts: [Pd] (Pd). Run in N.CO (NH3 MeOH). Reaction conditions: time 40 minute. The product is NC=1C2=C(N=CN1)C(=CN2)CNC[C@@H](CSC)O ((S)-1-((4-amino-5H-pyrrolo[3,2-d]pyrimidin-7-yl)methylamino)-3-(methylthio)propan-2-ol). As a reaction SMILES: [NH2:1][C:2]1[C:3]2[N:10](COCC3C=CC=CC=3)[CH:9]=[C:8]([CH2:20][NH:21][CH2:22][C@H:23]([OH:27])[CH2:24][S:25][CH3:26])[C:4]=2[N:5]=[CH:6][N:7]=1.O.NN>N.CO.[Pd]>[NH2:1][C:2]1[C:3]2[NH:10][CH:9]=[C:8]([CH2:20][NH:21][CH2:22][C@H:23]([OH:27])[CH2:24][S:25][CH3:26])[C:4]=2[N:5]=[CH:6][N:7]=1 |f:1.2,3.4|. Procedure: The product from Example 2.5 (0.08 g, 0.206 mmol) was dissolved in 7M NH3-MeOH solution (8 ml) and Pd black (80 mg) added followed by hydrazine hydrate (1.2 ml). The mixture was stirred for 40 mins, filtered and the solvent evaporated. The residue was chromatographed on silica gel (CH2Cl2-7M NH3 in MeOH, 85:15) to give(S)-1-((4-amino-5H-pyrrolo[3,2-d]pyrimidin-7-yl)methylamino)-3-(methylthio)propan-2-ol (0.042 g, 76%) as a colourless solid. [α]D20 −12.4 (c, 0.355, MeOH). 1H NMR (CD3OD), δ 8.16 (...